From a dataset of the Open Reaction Database (ORD), a public repository of structured organic reaction records. describe an organic reaction: reactants, conditions, products, and yield The reactants are CCOC(CN(C)C)OCC, CCO, Cl, [Na+], [Na+], O, O=S([O-])OS(=O)[O-]. Reaction SMILES: [CH2:3]([O:5][CH:6]([O:4][CH2:11][CH3:12])[CH2:7][N:8]([CH3:9])[CH3:10])[CH3:13].[CH3:23][CH2:24][OH:25].[ClH:2].[Na+:21].[Na+:22].[OH2:1].[S:14](=[O:15])([O-:16])[O:17][S:18](=[O:19])[O-:20]>>[O:5]=[CH:6][CH2:7][N:8]([CH3:9])[CH3:10].[S:14](=[O:15])([OH:16])[O:17][S:18](=[O:19])[OH:20]. Product: CN(C)CC=O, O=S(O)OS(=O)O. The reactants are ClC=1C=C(CNC(=O)C2=C(NCC(=O)OCC)C=CC=C2)C=CC1Cl (ethyl 2-[2-{N-(3,4-dichlorobenzyl)-carbamoyl}anilino]acetate), P12(=S)SP3(=S)SP(=S)(S1)SP(=S)(S2)S3 (phosphorus pentasulfide). Solvent: O1CCOCC1 (1,4-dioxane). Yields the product ClC=1C=C(CNC(=S)C2=C(NCC(=O)OCC)C=CC=C2)C=CC1Cl (ethyl 2-[2-{N-(3,4-dichlorobenzyl)thiocarbamoyl}anilino]-acetate). Yield: 80.8%. Reaction SMILES: [Cl:1][C:2]1[CH:3]=[C:4]([CH:22]=[CH:23][C:24]=1[Cl:25])[CH2:5][NH:6][C:7]([C:9]1[CH:21]=[CH:20][CH:19]=[CH:18][C:10]=1[NH:11][CH2:12][C:13]([O:15][CH2:16][CH3:17])=[O:14])=O.P12(SP3(SP(SP(S3)(S1)=S)(=S)S2)=S)=[S:27]>O1CCOCC1>[Cl:1][C:2]1[CH:3]=[C:4]([CH:22]=[CH:23][C:24]=1[Cl:25])[CH2:5][NH:6][C:7]([C:9]1[CH:21]=[CH:20][CH:19]=[CH:18][C:10]=1[NH:11][CH2:12][C:13]([O:15][CH2:16][CH3:17])=[O:14])=[S:27]. Procedure: A mixture of ethyl 2-[2-{N-(3,4-dichlorobenzyl)-carbamoyl}anilino]acetate (16.3 g), phosphorus pentasulfide (19.0 g) and 1,4-dioxane (320 ml) was refluxed for 1 hour. The reaction mixture was filtered and the filtrate was concentrated in vacuo. The residue was chromatographed on silica gel (300 g) eluting with chloroform to give ethyl 2-[2-{N-(3,4-dichlorobenzyl)thiocarbamoyl}anilino]-acetate (13.72 g). The reactants are CCN1CCN(c2ccc(NC)cc2)CC1, CCN1CCN(c2ccc(N(C)C(=O)N3CCc4c(-c5cnc(N(Cc6ccc(OC)cc6)Cc6ccc(OC)cc6)nc5)nc(N5CCOCC5)nc43)cc2)CC1, COc1ccc(CN(Cc2ccc(OC)cc2)c2ncc(-c3nc(N4CCOCC4)nc4c3CCN4)cn2)cc1. The product is CCN1CCN(c2ccc(N(C)C(=O)N3CCc4c(-c5cnc(N)nc5)nc(N5CCOCC5)nc43)cc2)CC1. Reaction SMILES: [CH2:41]([N:42]1[CH2:43][CH2:44][N:45]([c:46]2[cH:47][cH:48][c:49]([NH:50][CH3:51])[cH:52][cH:53]2)[CH2:54][CH2:55]1)[CH3:56].[CH2:57]([CH3:58])[N:59]1[CH2:60][CH2:61][N:62]([c:65]2[cH:66][cH:67][c:68]([N:71]([C:72](=[O:73])[N:74]3[CH2:75][CH2:76][c:77]4[c:78]3[n:79][c:80]([N:108]3[CH2:109][CH2:110][O:111][CH2:112][CH2:113]3)[n:81][c:82]4-[c:83]3[cH:84][n:85][c:86]([N:89]([CH2:90][c:91]4[cH:92][cH:93][c:94]([O:95][CH3:96])[cH:97][cH:98]4)[CH2:99][c:100]4[cH:101][cH:102][c:103]([O:104][CH3:105])[cH:106][cH:107]4)[n:87][cH:88]3)[CH3:114])[cH:69][cH:70]2)[CH2:63][CH2:64]1.[CH3:1][O:2][c:3]1[cH:4][cH:5][c:6]([CH2:7][N:8]([CH2:9][c:10]2[cH:11][cH:12][c:13]([O:14][CH3:15])[cH:16][cH:17]2)[c:18]2[n:19][cH:20][c:21](-[c:22]3[c:23]4[c:27]([n:28][c:29]([N:30]5[CH2:31][CH2:32][O:33][CH2:34][CH2:35]5)[n:36]3)[NH:26][CH2:25][CH2:24]4)[cH:37][n:38]2)[cH:39][cH:40]1>>[CH2:57]([CH3:58])[N:59]1[CH2:60][CH2:61][N:62]([c:65]2[cH:66][cH:67][c:68]([N:71]([C:72](=[O:73])[N:74]3[CH2:75][CH2:76][c:77]4[c:78]3[n:79][c:80]([N:108]3[CH2:109][CH2:110][O:111][CH2:112][CH2:113]3)[n:81][c:82]4-[c:83]3[cH:84][n:85][c:86]([NH2:89])[n:87][cH:88]3)[CH3:114])[cH:69][cH:70]2)[CH2:63][CH2:64]1. The reactants are ClCCl, CC(=O)Cl, Cl, O=Cc1cc2c(s1)CCNC2. The product is CC(=O)N1CCc2sc(C=O)cc2C1. Reaction SMILES: [CH2:17]([Cl:18])[Cl:19].[CH3:13][C:14]([Cl:15])=[O:16].[ClH:1].[s:2]1[c:3]([CH:11]=[O:12])[cH:4][c:5]2[c:10]1[CH2:9][CH2:8][NH:7][CH2:6]2>>[s:2]1[c:3]([CH:11]=[O:12])[cH:4][c:5]2[c:10]1[CH2:9][CH2:8][N:7]([C:14]([CH3:13])=[O:16])[CH2:6]2.